From a dataset of the Open Reaction Database (ORD), a public repository of structured organic reaction records. describe an organic reaction: reactants, conditions, products, and yield Reported procedure: 2.15 Parts of 3-anilino-5,5-dimethyl-2-cyclohexen-1-one is dissolved in 10 volume parts of methanol under heating and, then, to the resulting solution are added 0.9 part of a 37 weight % aqueous solution of formaldehyde, 0.87 part of morpholine and 1.6 part of 20 weight % hydrochloric acid. The mixture is allowed to stand at room temperture for 1 hour, after which time the methanol is distilled off under reduced pressure, whereupon yellow crystals separate. The crystals are collected by filtrati... Product: Cl.N(C1=CC=CC=C1)C1=C(C(CC(C1)(C)C)=O)CN1CCOCC1 (3-anilino-5,5-dimethyl-2-morpholinomethyl-2-cyclohexen-1- one hydrochloride). As a reaction SMILES: [NH:1]([C:8]1[CH2:13][C:12]([CH3:15])([CH3:14])[CH2:11][C:10](=[O:16])[CH:9]=1)[C:2]1[CH:7]=[CH:6][CH:5]=[CH:4][CH:3]=1.[CH2:17]=O.[NH:19]1[CH2:24][CH2:23][O:22][CH2:21][CH2:20]1.[ClH:25]>CO>[ClH:25].[NH:1]([C:8]1[CH2:13][C:12]([CH3:14])([CH3:15])[CH2:11][C:10](=[O:16])[C:9]=1[CH2:17][N:19]1[CH2:24][CH2:23][O:22][CH2:21][CH2:20]1)[C:2]1[CH:7]=[CH:6][CH:5]=[CH:4][CH:3]=1 |f:5.6|. The solvent is CO (methanol). Reaction conditions: time 1 hour. Starting materials: C=O (formaldehyde), N1CCOCC1 (morpholine), Cl (hydrochloric acid), N(C1=CC=CC=C1)C1=CC(CC(C1)(C)C)=O (3-anilino-5,5-dimethyl-2-cyclohexen-1-one). Reactants: OC=1C(=NC(=C2C=CC=NC12)N1S(N(CCC1)C)(=O)=O)C(=O)O (8-Hydroxy-5-(6-methyl-1,1-dioxido-1,2,6-thiadiazinan-2-yl)-1,6-naphthyridine-7-carboxylic acid), OC=1C(=NC(=C2C=CC=NC12)N1S(N(CCC1)C)(=O)=O)C(=O)O (8-hydroxy-5-(6-methyl-1,1-dioxido-1,2,6-thiadiazinan-2-yl)-1,6-naphthyridine-7-carboxylic acid), [Cl-].CNC(=O)C1=C(C=CC(=C1)F)C[NH3+] ({2-[(methylamino)carbonyl]4 fluorophenyl}methanaminium chloride), Cl.CN(CCCN=C=NCC)C (1-[3-(dimethylamino)propyl]-3-ethylcarbodiimide hydrochloride), ON1N=NC2=C1N=CC=C2 (1-hydroxy-7-azabenzotriazole), [Cl-].FC1=CC(=C(C=C1)C[NH3+])C(=O)NC ({4-fluoro-2-[(methylamino)carbonyl]phenyl}-methanaminium chloride), C(C)(C)N(CC)C(C)C (diisopropylethylamine). Run in CN(C)C=O (DMF). Reaction conditions: time 1 hour. Yields the product FC1=CC(=C(CNC(=O)C2=NC(=C3C=CC=NC3=C2O)N2S(N(CCC2)C)(=O)=O)C=C1)C(=O)NC (N-{4-Fluoro-2-[(methylamino)carbonyl]benzyl}-8-hydroxy-5-(6-methyl-1,1-dioxido-1,2,6-thiadiazinan-2-yl)-1,6-naphthyridine-7-carboxamide). As a reaction SMILES: [OH:1][C:2]1[C:3]([C:21](O)=[O:22])=[N:4][C:5]([N:12]2[CH2:17][CH2:16][CH2:15][N:14]([CH3:18])[S:13]2(=[O:20])=[O:19])=[C:6]2[C:11]=1[N:10]=[CH:9][CH:8]=[CH:7]2.[Cl-].[CH3:25][NH:26][C:27]([C:29]1[CH:34]=[C:33]([F:35])[CH:32]=[CH:31][C:30]=1[CH2:36][NH3+:37])=[O:28].Cl.CN(C)CCCN=C=NCC.ON1C2N=CC=CC=2N=N1.C(N(C(C)C)CC)(C)C>CN(C=O)C>[F:35][C:33]1[CH:32]=[CH:31][C:30]([CH2:36][NH:37][C:21]([C:3]2[C:2]([OH:1])=[C:11]3[C:6]([CH:7]=[CH:8][CH:9]=[N:10]3)=[C:5]([N:12]3[CH2:17][CH2:16][CH2:15][N:14]([CH3:18])[S:13]3(=[O:19])=[O:20])[N:4]=2)=[O:22])=[C:29]([C:27]([NH:26][CH3:25])=[O:28])[CH:34]=1 |f:1.2,3.4|. Reported procedure: 8-Hydroxy-5-(6-methyl-1,1-dioxido-1,2,6-thiadiazinan-2-yl)-1,6-naphthyridine-7-carboxylic acid was coupled with {2-[(methylamino)carbonyl]4 fluorophenyl}methanaminium chloride (prepared as described in Example 3). A solution of 8-hydroxy-5-(6-methyl-1,1-dioxido-1,2,6-thiadiazinan-2-yl)-1,6-naphthyridine-7-carboxylic acid (200 mg, 0.59 mmol) in dry DMF (2 mL) was stirred at zero degrees. To this was added 1-[3-(dimethylamino)propyl]-3-ethylcarbodiimide hydrochloride (147 mg, 0.77 mmol), 1-hydroxy...